This data is from the Open Reaction Database (ORD), a public repository of structured organic reaction records. The task is: describe an organic reaction: reactants, conditions, products, and yield The reactants are CCN1CCN(c2nc(Br)cc3ccccc23)CC1, CCCC[Sn](CCCC)(CCCC)c1ccc(OC)nc1, Cc1ccccc1C. Product: CCN1CCN(c2nc(-c3ccc(OC)nc3)cc3ccccc23)CC1. RXN SMILES: [Br:22][c:23]1[n:24][c:25]([N:33]2[CH2:34][CH2:35][N:36]([CH2:39][CH3:40])[CH2:37][CH2:38]2)[c:26]2[cH:27][cH:28][cH:29][cH:30][c:31]2[cH:32]1.[CH3:1][O:2][c:3]1[n:4][cH:5][c:6]([Sn:9]([CH2:10][CH2:11][CH2:12][CH3:13])([CH2:14][CH2:15][CH2:16][CH3:17])[CH2:18][CH2:19][CH2:20][CH3:21])[cH:7][cH:8]1.[c:41]1([CH3:42])[c:43]([CH3:44])[cH:45][cH:46][cH:47][cH:48]1>>[CH3:1][O:2][c:3]1[n:4][cH:5][c:6](-[c:23]2[n:24][c:25]([N:33]3[CH2:34][CH2:35][N:36]([CH2:39][CH3:40])[CH2:37][CH2:38]3)[c:26]3[cH:27][cH:28][cH:29][cH:30][c:31]3[cH:32]2)[cH:7][cH:8]1. The reactants are O=C1N(C(C(N1)(COCC=C)C1=CC=CC=C1)=O)C1=CC(=C(C#N)C=C1)C(F)(F)F (4-[2,5-dioxo-4-phenyl-4-[(2-propenyloxy)methyl]imidazolidin-1-yl]-2-trifluoromethylbenzonitrile), ICC (iodoethane). Product: O=C1N(C(C(N1CC)(COCC=C)C1=CC=CC=C1)=O)C1=CC(=C(C#N)C=C1)C(F)(F)F (4-[2,5-Dioxo-3-ethyl-4-phenyl-4-[(2-propenyloxy)methyl]imidazolidin-1-yl]-2-trifluoromethylbenzonitrile). RXN SMILES: [O:1]=[C:2]1[NH:6][C:5]([C:12]2[CH:17]=[CH:16][CH:15]=[CH:14][CH:13]=2)([CH2:7][O:8][CH2:9][CH:10]=[CH2:11])[C:4](=[O:18])[N:3]1[C:19]1[CH:26]=[CH:25][C:22]([C:23]#[N:24])=[C:21]([C:27]([F:30])([F:29])[F:28])[CH:20]=1.I[CH2:32][CH3:33]>>[O:1]=[C:2]1[N:6]([CH2:32][CH3:33])[C:5]([C:12]2[CH:13]=[CH:14][CH:15]=[CH:16][CH:17]=2)([CH2:7][O:8][CH2:9][CH:10]=[CH2:11])[C:4](=[O:18])[N:3]1[C:19]1[CH:26]=[CH:25][C:22]([C:23]#[N:24])=[C:21]([C:27]([F:30])([F:28])[F:29])[CH:20]=1. Procedure: The procedure of Example 1, Step 1 applied to 0.23 g of 4-[2,5-dioxo-4-phenyl-4-[(2-propenyloxy)methyl]imidazolidin-1-yl]-2-trifluoromethylbenzonitrile with 0.18 mL of iodoethane provides the desired compound. The reactants are NC=1SC(=CC1C(=O)OCC)C(C)C (2-amino-5-(1-methylethyl)-3-thiophenecarboxylic acid, ethyl ester), ClC1=CC=C(C=N1)C(=O)OC (6-chloro-3-pyridinecarboxylic acid, methyl ester). Run at temperature 142 celsius. Yields the product CC(C)C1=CC2=C(N=C3N(C2=O)C=C(C=C3)C(=O)O)S1 (2-(1-methylethyl)-4-oxo-4H-pyrido[1,2-a]thieno[2,3-d]pyrimidine-7-carboxylic acid). Yield: 20.8%. Reaction SMILES: [NH2:1][C:2]1[S:3][C:4]([CH:12]([CH3:14])[CH3:13])=[CH:5][C:6]=1[C:7]([O:9]CC)=O.Cl[C:16]1[N:21]=[CH:20][C:19]([C:22]([O:24]C)=[O:23])=[CH:18][CH:17]=1>>[CH3:14][CH:12]([C:4]1[S:3][C:2]2[N:1]=[C:16]3[CH:17]=[CH:18][C:19]([C:22]([OH:24])=[O:23])=[CH:20][N:21]3[C:7](=[O:9])[C:6]=2[CH:5]=1)[CH3:13]. Procedure details: A mixture of 21.33 g (0.1 mol) of 2-amino-5-(1-methylethyl)-3-thiophenecarboxylic acid, ethyl ester (Tetrahedron, Vol. 33, pages 2089-2092, 1977) and 17.16 g (0.1 mol) of 6-chloro-3-pyridinecarboxylic acid, methyl ester (Alfred Bader Chemical Company) is heated in a wax bath at 178°-182° C. for one hundred eighty-seven minutes and then at 182°-205° C. for ninety minutes under nitrogen. The distillate is collected in a Dean-Stark Trap attached to the reaction flask. The mixture is cooled, dissolv... Reaction SMILES: [CH3:23][CH2:24][O:25][C:26](=[O:27])[CH3:28].[CH:13]([CH3:14])([CH3:15])[S:16][Na:17].[F:1][c:2]1[cH:3][cH:4][c:5]([C:6](=[O:7])[O:8][CH2:9][CH3:10])[cH:11][cH:12]1.[O:18]=[CH:19][N:20]([CH3:21])[CH3:22]>>[c:2]1([S:16][CH:13]([CH3:14])[CH3:15])[cH:3][cH:4][c:5]([C:6](=[O:7])[O:8][CH2:9][CH3:10])[cH:11][cH:12]1. Starting materials: CCOC(C)=O, CC(C)S[Na], CCOC(=O)c1ccc(F)cc1, CN(C)C=O. Product: CCOC(=O)c1ccc(SC(C)C)cc1. Reaction SMILES: [Br:1][c:2]1[n:3][c:4]([CH3:9])[n:5][c:6]([CH3:8])[cH:7]1.[C:54]([O-:55])(=[O:56])[CH3:57].[C:59]([O-:60])(=[O:61])[CH3:62].[C:64]([O:65][CH2:66][CH3:67])(=[O:68])[CH3:69].[CH3:48][O:49][CH2:50][CH2:51][O:52][CH3:53].[F-:21].[F:10][c:11]1[cH:12][c:13]([B:18]([OH:19])[OH:20])[cH:14][c:15]([F:17])[cH:16]1.[K+:22].[Na+:23].[Na+:24].[O-:25][C:26](=[O:27])[O-:28].[OH2:63].[Pd+2:58].[c:29]1([P:30]([c:31]2[cH:32][cH:33][cH:34][cH:35][cH:36]2)[c:37]2[cH:38][cH:39][cH:40][cH:41][cH:42]2)[cH:43][cH:44][cH:45][cH:46][cH:47]1>>[c:2]1(-[c:13]2[cH:12][c:11]([F:10])[cH:16][c:15]([F:17])[cH:14]2)[n:3][c:4]([CH3:9])[n:5][c:6]([CH3:8])[cH:7]1. The reactants are Cc1cc(Br)nc(C)n1, CC(=O)[O-], CC(=O)[O-], CCOC(C)=O, COCCOC, [F-], OB(O)c1cc(F)cc(F)c1, [K+], [Na+], [Na+], O=C([O-])[O-], O, [Pd+2], c1ccc(P(c2ccccc2)c2ccccc2)cc1. Yields the product Cc1cc(-c2cc(F)cc(F)c2)nc(C)n1. The reactants are [Al+3], [Br-], [Br-], [Br-], ClCCl, CSC, COC(=O)c1ccc(NC(=O)C2NC(CC(C)(C)C)C(C#N)(c3ccc(Cl)cc3F)C2c2cccc(Cl)c2F)nc1. The product is CC(C)(C)CC1NC(C(=O)Nc2ccc(C(=O)O)cn2)C(c2cccc(Cl)c2F)C1(C#N)c1ccc(Cl)cc1F. RXN SMILES: [Al+3:43].[Br-:42].[Br-:44].[Br-:45].[CH2:49]([Cl:50])[Cl:51].[CH3:46][S:47][CH3:48].[Cl:1][c:2]1[c:3]([F:41])[c:4]([CH:8]2[CH:9]([C:28](=[O:29])[NH:30][c:31]3[n:32][cH:33][c:34]([C:35](=[O:36])[O:37][CH3:38])[cH:39][cH:40]3)[NH:10][CH:11]([CH2:23][C:24]([CH3:25])([CH3:26])[CH3:27])[C:12]2([C:13]#[N:14])[c:15]2[c:16]([F:22])[cH:17][c:18]([Cl:21])[cH:19][cH:20]2)[cH:5][cH:6][cH:7]1>>[Cl:1][c:2]1[c:3]([F:41])[c:4]([CH:8]2[CH:9]([C:28](=[O:29])[NH:30][c:31]3[n:32][cH:33][c:34]([C:35](=[O:36])[OH:37])[cH:39][cH:40]3)[NH:10][CH:11]([CH2:23][C:24]([CH3:25])([CH3:26])[CH3:27])[C:12]2([C:13]#[N:14])[c:15]2[c:16]([F:22])[cH:17][c:18]([Cl:21])[cH:19][cH:20]2)[cH:5][cH:6][cH:7]1. The reactants are N1=CC=C(C=C1)C=1SC=C(N1)C=1C(NC2=CC(=CC=C2C1)C=O)=O (3-(2-pyridin-4-yl-thiazol-4-yl)-1H-quinolin-2-one-7-carbaldehyde), C1(CCCC1)N (cyclopentylamine). The product is C1(CCCC1)NCC1=CC=C2C=C(C(NC2=C1)=O)C=1N=C(SC1)C1=CC=NC=C1 (7-Cyclopentylaminomethyl-3-(2-pyridin-4-yl-thiazol-4-yl)-1H-quinolin-2-one). As a reaction SMILES: [N:1]1[CH:6]=[CH:5][C:4]([C:7]2[S:8][CH:9]=[C:10]([C:12]3[C:13](=[O:24])[NH:14][C:15]4[C:20]([CH:21]=3)=[CH:19][CH:18]=[C:17]([CH:22]=O)[CH:16]=4)[N:11]=2)=[CH:3][CH:2]=1.[CH:25]1([NH2:30])[CH2:29][CH2:28][CH2:27][CH2:26]1>>[CH:25]1([NH:30][CH2:22][C:17]2[CH:16]=[C:15]3[C:20]([CH:21]=[C:12]([C:10]4[N:11]=[C:7]([C:4]5[CH:5]=[CH:6][N:1]=[CH:2][CH:3]=5)[S:8][CH:9]=4)[C:13](=[O:24])[NH:14]3)=[CH:19][CH:18]=2)[CH2:29][CH2:28][CH2:27][CH2:26]1. Procedure details: This compound was prepared according to the method described in example 8768 employing 3-(2-pyridin-4-yl-thiazol-4-yl)-1H-quinolin-2-one-7-carbaldehyde and cyclopentylamine to give a yellow solid. MS m/z: 403.2 (M+1). Starting materials: N1C=NC(=C1)C=O (1H-imidazole-4-carbaldehyde), N1C(=NC=C1)C=O (imidazole carbaldehyde), N(=[N+]=[N-])CC(=O)[O-] (azidoacetate), [H-].[Na+] (NaH), C[Si](C)(C)CCOCCl (SEM-Cl), [Cl-].[NH4+] (ammonium chloride), [O-]CC.[Na+] (sodium ethoxide). The solvent is C(C)O (ethanol), CN(C)C=O (DMF), CN(C)C=O (DMF). Run at time 3 hour. The product is C[Si](CCOCN1C=NC2=C1C=C(N2)C(=O)OCC)(C)C (Ethyl 1-({[2-(trimethylsilyl)ethyl]oxy}methyl)-1,4-dihydropyrrolo[2,3-d]imidazole-5-carboxylate). Isolated yield 45.4%. As a reaction SMILES: [NH:1]1[CH:5]=[C:4]([CH:6]=O)[N:3]=[CH:2]1.[H-].[Na+].[CH3:10][Si:11]([CH2:14][CH2:15][O:16][CH2:17]Cl)([CH3:13])[CH3:12].N1C=CN=[C:20]1[CH:24]=O.[N:26]([CH2:29][C:30]([O-:32])=[O:31])=[N+]=[N-].[O-]CC.[Na+].[Cl-].[NH4+]>CN(C=O)C.C(O)C>[CH3:10][Si:11]([CH3:13])([CH3:12])[CH2:14][CH2:15][O:16][CH2:17][N:3]1[C:4]2[CH:6]=[C:29]([C:30]([O:32][CH2:20][CH3:24])=[O:31])[NH:26][C:5]=2[N:1]=[CH:2]1 |f:1.2,6.7,8.9|. Procedure: 1H-imidazole-4-carbaldehyde (1.05 g, 10.9 mmol) was added portion wise to a stirred suspension of NaH (0.437 g, 10.9 mmol) in 15 mL of DMF. After 1 hour a solution of SEM-Cl (1.93 mL, 10.9 mmol) in 3 mL of DMF was added dropwise over 10 minutes. The resulting solution was stirred for 3 hours at RT. The reaction mixture was partitioned between water and EtOAc. The organic layer was separated, dried over MgSO4 and evaporated to yellow oil. Purification was accomplished by silica gel column chromat... The reactants are CC(C)(C)OC(=O)N1CCC(Cc2ccc(Cl)cc2)CC1, Cl, [Na+], [Na+], O=C([O-])[O-], C1COCCO1. The product is Clc1ccc(CC2CCNCC2)cc1. RXN SMILES: [C:1]([O:2][C:3](=[O:4])[N:8]1[CH2:9][CH2:10][CH:11]([CH2:14][c:15]2[cH:16][cH:17][c:18]([Cl:21])[cH:19][cH:20]2)[CH2:12][CH2:13]1)([CH3:5])([CH3:6])[CH3:7].[ClH:22].[Na+:23].[Na+:24].[O-:25][C:26](=[O:27])[O-:28].[O:29]1[CH2:30][CH2:31][O:32][CH2:33][CH2:34]1>>[NH:8]1[CH2:9][CH2:10][CH:11]([CH2:14][c:15]2[cH:16][cH:17][c:18]([Cl:21])[cH:19][cH:20]2)[CH2:12][CH2:13]1.